Dataset: the Open Reaction Database (ORD), a public repository of structured organic reaction records. Task: describe an organic reaction: reactants, conditions, products, and yield Reactants: OC1=C(C2=C(C(C(=CO2)C2=CC=C(C=C2)OC)=O)C=C1)O (7,8-dihydroxy-3-(4-methoxyphenyl)-4H-1-benzopyran-4-one). Solvent: O (water). Product: OC1=C(C2=C(CC(CO2)C2=CC=C(C=C2)O)C=C1)O (3,4-Dihydro-7,8-dihydroxy-3-(4-hydroxyphenyl)-2H-1-benzopyran). Reaction SMILES: [OH:1][C:2]1[CH:20]=[CH:19][C:5]2[C:6](=O)[C:7]([C:10]3[CH:15]=[CH:14][C:13]([O:16]C)=[CH:12][CH:11]=3)=[CH:8][O:9][C:4]=2[C:3]=1[OH:21]>O>[OH:1][C:2]1[CH:20]=[CH:19][C:5]2[CH2:6][CH:7]([C:10]3[CH:15]=[CH:14][C:13]([OH:16])=[CH:12][CH:11]=3)[CH2:8][O:9][C:4]=2[C:3]=1[OH:21]. Procedure details: As example 26, but using 7,8-dihydroxy-3-(4-hydroxyphenyl)-4H-1-benzopyran-4-one [J. Sci. Ind. Research (India) 20B, 334 (1961)] (540 mg) instead of 7-hydroxy-8-methyl-3-(4-methylphenyl)-4H-1-benzopyran-4-one. A crystalline precipitate is formed when water is added; it is filtrated off and washed with water. 3,4-Dihydro-7,8-dihydroxy-3-(4-hydroxyphenyl)-2H-1-benzopyran is obtained; m.p. 225°-226°. Reactants: BrC1=CC=C(CN2C(=NC3=C2C=CC(=C3)OCC3=NC2=CC=CC=C2C=C3)[C@H]3C([C@H]3C(=O)OCC)(C)C)C=C1 (racemic cis-ethyl 3-(1-(4-bromobenzyl)-5-(quinolin-2-ylmethoxy)-1H-benzo[d]imidazol-2-yl)-2,2-dimethylcyclopropanecarboxylate), COC1=NC=C(C=N1)B(O)O (2-methoxypyrimidine-5-boronic acid). Product: COC1=NC=C(C=N1)C1=CC=C(CN2C(=NC3=C2C=CC(=C3)OCC3=NC2=CC=CC=C2C=C3)[C@H]3C([C@H]3C(=O)O)(C)C)C=C1 (racemic cis-3-{1-[4-(2-Methoxypyrimidin-5-yl)benzyl]-5-(quinolin-2-ylmethoxy)-1H-benzimidazol-2-yl}-2,2-dimethylcyclopropanecarboxylic acid). Reaction SMILES: Br[C:2]1[CH:39]=[CH:38][C:5]([CH2:6][N:7]2[C:11]3[CH:12]=[CH:13][C:14]([O:16][CH2:17][C:18]4[CH:27]=[CH:26][C:25]5[C:20](=[CH:21][CH:22]=[CH:23][CH:24]=5)[N:19]=4)=[CH:15][C:10]=3[N:9]=[C:8]2[C@@H:28]2[C@H:30]([C:31]([O:33]CC)=[O:32])[C:29]2([CH3:37])[CH3:36])=[CH:4][CH:3]=1.[CH3:40][O:41][C:42]1[N:47]=[CH:46][C:45](B(O)O)=[CH:44][N:43]=1>>[CH3:40][O:41][C:42]1[N:47]=[CH:46][C:45]([C:2]2[CH:39]=[CH:38][C:5]([CH2:6][N:7]3[C:11]4[CH:12]=[CH:13][C:14]([O:16][CH2:17][C:18]5[CH:27]=[CH:26][C:25]6[C:20](=[CH:21][CH:22]=[CH:23][CH:24]=6)[N:19]=5)=[CH:15][C:10]=4[N:9]=[C:8]3[C@@H:28]3[C@H:30]([C:31]([OH:33])=[O:32])[C:29]3([CH3:37])[CH3:36])=[CH:4][CH:3]=2)=[CH:44][N:43]=1. Procedure details: The title compound was prepared using similar methods to those in Example 110 using racemic cis-ethyl 3-(1-(4-bromobenzyl)-5-(quinolin-2-ylmethoxy)-1H-benzo[d]imidazol-2-yl)-2,2-dimethylcyclopropanecarboxylate and 2-methoxypyrimidine-5-boronic acid in Step A. MS (ESI): mass calcd. for C35H31N5O4, 585.24; m/z found, 586.2 [M+H]+. 1H NMR (500 MHz, CDCl3) δ 8.69 (s, 2H), 8.24 (d, J=8.5, 1H), 8.11 (d, J=8.5, 1H), 7.87-7.83 (m, 1H), 7.79-7.74 (m, 1H), 7.71 (d, J=8.5, 1H), 7.60-7.55 (m, 1H), 7.52 (d, ...